Dataset: the Open Reaction Database (ORD), a public repository of structured organic reaction records. Task: describe an organic reaction: reactants, conditions, products, and yield The reactants are C1(=CC=C(C=C1)S(=O)(=O)OC[C@@H]1[C@H](C[C@@H](O1)N1C(=O)NC(=O)C(C)=C1)O)C (5'-O-(p-toluenesulphonyl)thymidine), ClC1=CC=C(CN)C=C1 (4-chlorobenzylamine). Solvent: CN(C)C=O (DMF). Yields the product ClC1=CC=C(CNC[C@@H]2[C@H](C[C@@H](O2)N2C(=O)NC(=O)C(C)=C2)O)C=C1 (5'-(4-chlorobenzylamino)-5'-deoxythymidine). RXN SMILES: C1(C)C=CC(S(O[CH2:11][C@H:12]2[O:16][C@@H:15]([N:17]3[CH:25]=[C:23]([CH3:24])[C:21](=[O:22])[NH:20][C:18]3=[O:19])[CH2:14][C@@H:13]2[OH:26])(=O)=O)=CC=1.[Cl:28][C:29]1[CH:36]=[CH:35][C:32]([CH2:33][NH2:34])=[CH:31][CH:30]=1>CN(C=O)C>[Cl:28][C:29]1[CH:36]=[CH:35][C:32]([CH2:33][NH:34][CH2:11][C@H:12]2[O:16][C@@H:15]([N:17]3[CH:25]=[C:23]([CH3:24])[C:21](=[O:22])[NH:20][C:18]3=[O:19])[CH2:14][C@@H:13]2[OH:26])=[CH:31][CH:30]=1. Procedure: A solution of 396 mg of 5'-O-(p-toluenesulphonyl)thymidine and 1.5 ml of 4-chlorobenzylamine in 2 ml of DMF was stirred at 80° C. for 2 hours. The solvent was removed by evaporation and the residue was triturated with diethyl ether. The resulting solid was recrystallized from ethanol to yield 56 mg of 5'-(4-chlorobenzylamino)-5'-deoxythymidine, mp 179°-180° C. Reactants: CCCBr, Oc1ccccc1Br, O=C([O-])[O-], [K+], [K+], CN(C)C=O, O. Yields the product CCCOc1ccccc1Br. As a reaction SMILES: [Br:15][CH2:16][CH2:17][CH3:18].[Br:1][c:2]1[c:3]([OH:8])[cH:4][cH:5][cH:6][cH:7]1.[C:9](=[O:10])([O-:11])[O-:12].[K+:13].[K+:14].[O:20]=[CH:21][N:22]([CH3:23])[CH3:24].[OH2:19]>>[Br:1][c:2]1[c:3]([O:8][CH2:16][CH2:17][CH3:18])[cH:4][cH:5][cH:6][cH:7]1. Starting materials: Clc1ccnc2ccc(Br)cc12, CC[S-], [Na+], CN(C)C=O, O. Product: CCSc1ccnc2ccc(Br)cc12. RXN SMILES: [Br:1][c:2]1[cH:3][c:4]2[c:5]([Cl:12])[cH:6][cH:7][n:8][c:9]2[cH:10][cH:11]1.[CH3:13][CH2:14][S-:15].[Na+:16].[O:17]=[CH:18][N:19]([CH3:20])[CH3:21].[OH2:22]>>[Br:1][c:2]1[cH:3][c:4]2[c:5]([S:15][CH2:14][CH3:13])[cH:6][cH:7][n:8][c:9]2[cH:10][cH:11]1.